Dataset: the Open Reaction Database (ORD), a public repository of structured organic reaction records. Task: describe an organic reaction: reactants, conditions, products, and yield The reactants are C1=C(C=CC=2C3=CC=CC=C3NC12)OCCNC[C@H](O[Si](CC)(CC)CC)C=1C=CC(=C(C1)NS(=O)(=O)C)F ((R)-N-[5-[2-[2-(9H-Carbazol-2-yloxy)ethylamino]-1-[(triethylsilyl)oxy]ethyl]-2-fluorophenyl]methanesulfonamide), Cl.O1CCOCC1 (hydrogenchloride 1,4-dioxane). Solvent: O1CCCC1 (tetrahydrofuran). Reaction conditions: time 1 hour. Yields the product Cl.C1=C(C=CC=2C3=CC=CC=C3NC12)OCCNC[C@H](O)C=1C=CC(=C(C1)NS(=O)(=O)C)F ((R)-N-[5-[2-[2-(9H-Carbazol-2-yloxy)ethylamino]-1-hydroxyethyl]-2-fluorophenyl]methane-sulfonamide Hydrochloride). RXN SMILES: [CH:1]1[C:13]2[NH:12][C:11]3[C:6](=[CH:7][CH:8]=[CH:9][CH:10]=3)[C:5]=2[CH:4]=[CH:3][C:2]=1[O:14][CH2:15][CH2:16][NH:17][CH2:18][C@@H:19]([C:28]1[CH:29]=[CH:30][C:31]([F:39])=[C:32]([NH:34][S:35]([CH3:38])(=[O:37])=[O:36])[CH:33]=1)[O:20][Si](CC)(CC)CC.[ClH:40].O1CCOCC1>O1CCCC1>[ClH:40].[CH:1]1[C:13]2[NH:12][C:11]3[C:6](=[CH:7][CH:8]=[CH:9][CH:10]=3)[C:5]=2[CH:4]=[CH:3][C:2]=1[O:14][CH2:15][CH2:16][NH:17][CH2:18][C@@H:19]([C:28]1[CH:29]=[CH:30][C:31]([F:39])=[C:32]([NH:34][S:35]([CH3:38])(=[O:36])=[O:37])[CH:33]=1)[OH:20] |f:1.2,4.5|. Procedure details: Intermediate 102 (243 mg) was dissolved in anhydrous tetrahydrofuran (15 ml), whereto 4 N hydrogenchloride/1,4-dioxane (1 ml) was added and the mixture was agitated at room temperature for 1 hour. The deposited precipitate was taken out and washed with tetrahydrofuran, whereupon it was dried under a reduced pressure at 40° C., whereby the above-identified compound was obtained (96.8 mg). Starting materials: BrC1=CC=CC(=N1)C(C)(F)C1=NC(=CC=C1)Br (1,1-bis(6-bromo-2-pyridyl)-1-fluoroethane), C1(=CC=CC=C1)B(O)O (benzeneboronic acid), [F-].[K+] (potassium fluoride). The reagents and catalysts are C(C)(=O)[O-].[Pd+2].C(C)(=O)[O-] (palladium(II) acetate), C(C)(C)(C)P(C(C)(C)C)C(C)(C)C (tri-tert-butylphosphine). Solvent: C1CCOC1 (THF). Yields the product C1(=CC=CC=C1)C1=CC=CC(=N1)C(C)(F)C1=NC(=CC=C1)C1=CC=CC=C1 (1,1-Bis(6-phenyl-2-pyridyl)-1-fluoroethane). The yield is 88.0%. Reaction SMILES: Br[C:2]1[N:7]=[C:6]([C:8]([C:11]2[CH:16]=[CH:15][CH:14]=[C:13](Br)[N:12]=2)([F:10])[CH3:9])[CH:5]=[CH:4][CH:3]=1.[C:18]1(B(O)O)[CH:23]=[CH:22][CH:21]=[CH:20][CH:19]=1.[F-].[K+]>C1COCC1.C([O-])(=O)C.[Pd+2].C([O-])(=O)C.C(P(C(C)(C)C)C(C)(C)C)(C)(C)C>[C:18]1([C:2]2[N:7]=[C:6]([C:8]([C:11]3[CH:16]=[CH:15][CH:14]=[C:13]([C:18]4[CH:23]=[CH:22][CH:21]=[CH:20][CH:19]=4)[N:12]=3)([F:10])[CH3:9])[CH:5]=[CH:4][CH:3]=2)[CH:23]=[CH:22][CH:21]=[CH:20][CH:19]=1 |f:2.3,5.6.7|. Procedure: 600 μl (2.6 mmol) of tri-tert-butylphosphine and 449 mg (2.0 mmol) of palladium(II) acetate were added to a degassed suspension of 18.0 g (50 mmol) of 1,1-bis(6-bromo-2-pyridyl)-1-fluoroethane, 24.4 g (200 mmol) of benzeneboronic acid and 19.2 g (330 mmol) of potassium fluoride in 350 ml of THF, and the mixture was heated under reflux for 3 h with stirring. After cooling, the THF was removed under reduced pressure, and the residue was taken up in 500 ml of dichloromethane and washed three times ...